Dataset: the Open Reaction Database (ORD), a public repository of structured organic reaction records. Task: describe an organic reaction: reactants, conditions, products, and yield Reported procedure: Methyl-lithium (150 ml of a 2 N solution) was added under dry N2 to a solution of 7-hydroxy-4-(2-thienyl) dihydrocoumarin (14.8 g) in dry ether (120 ml) and the mixture allowed to stand for 3 days. Water (500 ml) was added and the ether layer discarded. The aqueous layer was acidified, extracted with ether and the combined ether layers dried (MgSO4). Removal of the solvent under reduced pressure gave a black oil which was then dissolved in dry benzene (100 ml) containing a trace of p-toluene sul... Run in C1=CC=CC=C1 (benzene). As a reaction SMILES: C[Li].[OH:3][C:4]1C=C2[C:7]([CH:8]([C:15]3[S:16][CH:17]=[CH:18][CH:19]=3)[CH2:9]C(=O)O2)=[CH:6][CH:5]=1.O.[C:21]1(C)C=CC(S(O)(=O)=O)=CC=1.[CH3:32][CH2:33][O:34][CH2:35][CH3:36]>C1C=CC=CC=1>[CH3:32][C:33]1([CH3:21])[CH2:9][CH:8]([C:15]2[S:16][CH:17]=[CH:18][CH:19]=2)[C:7]2[C:35](=[CH:36][C:4]([OH:3])=[CH:5][CH:6]=2)[O:34]1. The product is CC1(OC2=CC(=CC=C2C(C1)C=1SC=CC1)O)C (2,2-Dimethyl-4-(2-thienyl)chroman-7-ol). Conditions: time 3 day. Starting materials: O (Water), C[Li] (Methyl-lithium), solution, OC1=CC=C2C(CC(OC2=C1)=O)C=1SC=CC1 (7-hydroxy-4-(2-thienyl) dihydrocoumarin), CCOCC (ether), C1(=CC=C(C=C1)S(=O)(=O)O)C (p-toluene sulphonic acid), CCOCC (ether). Reactants: COC1=CC=C(C2=C1OC1=C2C=CC=C1)C1(CCC(CC1)=O)C#N (1-(4-methoxy-dibenzofuran-1-yl)-4-oxo-cyclohexane carbonitrile), C1CCOC1 (THF), C(=O)OCC (ethyl formate). Run at time 15 minute. Yields the product C(#C)C1(CCC(C(C1)C=O)=O)C1=CC=C(C=2OC3=C(C21)C=CC=C3)OC (5-ethynyl-5-(4-methoxy-dibenzofuran-1-yl)-2-oxo-cyclohexanecarbaldehyde). RXN SMILES: [CH3:1][O:2][C:3]1[C:8]2[O:9][C:10]3[CH:15]=[CH:14][CH:13]=[CH:12][C:11]=3[C:7]=2[C:6]([C:16]2([C:23]#N)[CH2:21][CH2:20][C:19](=[O:22])[CH2:18][CH2:17]2)=[CH:5][CH:4]=1.C1C[O:28][CH2:27]C1.[CH:30](OCC)=O>>[C:23]([C:16]1([C:6]2[C:7]3[C:11]4[CH:12]=[CH:13][CH:14]=[CH:15][C:10]=4[O:9][C:8]=3[C:3]([O:2][CH3:1])=[CH:4][CH:5]=2)[CH2:21][CH:20]([CH:27]=[O:28])[C:19](=[O:22])[CH2:18][CH2:17]1)#[CH:30]. Procedure: At 0° C., to a solution of the cyclic ketone 1-(4-methoxy-dibenzofuran-1-yl)-4-oxo-cyclohexane carbonitrile (0.5 g, 0.00156 mol) (as obtained in example 2) in THF (15 ml) sodium methoxide (0.093 g, 0.0017 mol) was added and the reaction mass was stirred for 15 min. Then ethyl formate (0.15 ml, 0.0018 mol) was added at 0° C., and the reaction mass was refluxed for 1 hr. Once product has formed, the reaction mass was quenched with water and extracted with ethyl acetate. The organic layer was dried... RXN SMILES: ClC1C=CC(OC=C(C)C)=CC=1.[N+](=CC(OCC)=O)=[N-].[Cl:21][C:22]1[CH:38]=[CH:37][C:25]([O:26][CH:27]2[CH:29]([C:30]([O:32]CC)=[O:31])[C:28]2([CH3:36])[CH3:35])=[CH:24][CH:23]=1>[Cu]>[Cl:21][C:22]1[CH:23]=[CH:24][C:25]([O:26][CH:27]2[CH:29]([C:30]([OH:32])=[O:31])[C:28]2([CH3:35])[CH3:36])=[CH:37][CH:38]=1. Reagents/catalysts: [Cu] (copper). Procedure: Following the procedure of Example 1B, 7.2 g (0.040 mol) of 3-(4-chlorophenoxy)-2-methyl-2-propene and 0.2 g copper powder are reacted with 8.7 g (0.079 mol) ethyl diazoacetate to yeild ethyl 3-(4-chlorophenoxy)-2,2-dimethylcyclopropanecarboxylate, which is then hydrolyzed to give 3-(4-chlorophenoxy)-2,2-dimethylcyclopropanecarboxylic acid. Reactants: ClC1=CC=C(OC=C(C)C)C=C1 (3-(4-chlorophenoxy)-2-methyl-2-propene), [N+](=[N-])=CC(=O)OCC (ethyl diazoacetate), ClC1=CC=C(OC2C(C2C(=O)OCC)(C)C)C=C1 (ethyl 3-(4-chlorophenoxy)-2,2-dimethylcyclopropanecarboxylate). The product is ClC1=CC=C(OC2C(C2C(=O)O)(C)C)C=C1 (3-(4-chlorophenoxy)-2,2-dimethylcyclopropanecarboxylic acid).